This data is from the Open Reaction Database (ORD), a public repository of structured organic reaction records. The task is: describe an organic reaction: reactants, conditions, products, and yield Reactants: COC(CCCCCOC=1C=CC2=C(N(C(=N2)SCC2=CC=CC=C2)C2=CC=CC=C2)C1)=O (6-[(2-benzylmercapto-1-phenyl-1H-benzimidazol-6-yl)oxy]hexanoic acid methyl ester), [OH-].[Li+] (lithium hydroxide). The product is C(C1=CC=CC=C1)SC1=NC2=C(N1C1=CC=CC=C1)C=C(C=C2)OCCCCCC(=O)O (6-[(2-Benzylmercapto-1-phenyl-1H-benzimidazol-6-yl]oxy]hexanoic acid). As a reaction SMILES: C[O:2][C:3](=[O:33])[CH2:4][CH2:5][CH2:6][CH2:7][CH2:8][O:9][C:10]1[CH:11]=[CH:12][C:13]2[N:17]=[C:16]([S:18][CH2:19][C:20]3[CH:25]=[CH:24][CH:23]=[CH:22][CH:21]=3)[N:15]([C:26]3[CH:31]=[CH:30][CH:29]=[CH:28][CH:27]=3)[C:14]=2[CH:32]=1.[OH-].[Li+]>>[CH2:19]([S:18][C:16]1[N:15]([C:26]2[CH:31]=[CH:30][CH:29]=[CH:28][CH:27]=2)[C:14]2[CH:32]=[C:10]([O:9][CH2:8][CH2:7][CH2:6][CH2:5][CH2:4][C:3]([OH:33])=[O:2])[CH:11]=[CH:12][C:13]=2[N:17]=1)[C:20]1[CH:25]=[CH:24][CH:23]=[CH:22][CH:21]=1 |f:1.2|. Reported procedure: 235 mg of 6-[(2-benzylmercapto-1-phenyl-1H-benzimidazol-6-yl)oxy]hexanoic acid methyl ester was reacted with lithium hydroxide according to general operating instructions 3. 179 mg was obtained. Starting materials: CCOC(=O)c1c(-c2cccc([N+](=O)[O-])c2)c(C)n2c1-c1cc(OC)c(OC)cc1CC2, CO. Product: CCOC(=O)c1c(-c2cccc(N)c2)c(C)n2c1-c1cc(OC)c(OC)cc1CC2. Reaction SMILES: [CH3:1][O:2][c:3]1[cH:4][c:5]2[c:10]([cH:11][c:12]1[O:13][CH3:14])-[c:9]1[n:8]([c:17]([CH3:18])[c:16](-[c:19]3[cH:20][c:21]([N+:25]([O-:26])=[O:27])[cH:22][cH:23][cH:24]3)[c:15]1[C:28](=[O:29])[O:30][CH2:31][CH3:32])[CH2:7][CH2:6]2.[CH3:33][OH:34]>>[CH3:1][O:2][c:3]1[cH:4][c:5]2[c:10]([cH:11][c:12]1[O:13][CH3:14])-[c:9]1[n:8]([c:17]([CH3:18])[c:16](-[c:19]3[cH:20][c:21]([NH2:25])[cH:22][cH:23][cH:24]3)[c:15]1[C:28](=[O:29])[O:30][CH2:31][CH3:32])[CH2:7][CH2:6]2. The reactants are CCOCCn1c(NC2CCNCC2)nc2ccccc21, COc1cc(C(=O)N2CCCC(CCOS(C)(=O)=O)(c3ccc(Cl)c(Cl)c3)C2)cc(OC)c1OC, CC#N, CCN(C(C)C)C(C)C. The product is CCOCCn1c(NC2CCN(CCC3(c4ccc(Cl)c(Cl)c4)CCCN(C(=O)c4cc(OC)c(OC)c(OC)c4)C3)CC2)nc2ccccc21. Reaction SMILES: [CH2:36]([CH3:37])[O:38][CH2:39][CH2:40][n:41]1[c:42]([NH:50][CH:51]2[CH2:52][CH2:53][NH:54][CH2:55][CH2:56]2)[n:43][c:44]2[c:45]1[cH:46][cH:47][cH:48][cH:49]2.[CH3:1][O:2][c:3]1[cH:4][c:5]([C:6](=[O:7])[N:8]2[CH2:9][C:10]([CH2:14][CH2:15][O:16][S:17]([CH3:18])(=[O:19])=[O:20])([c:21]3[cH:22][c:23]([Cl:28])[c:24]([Cl:27])[cH:25][cH:26]3)[CH2:11][CH2:12][CH2:13]2)[cH:29][c:30]([O:34][CH3:35])[c:31]1[O:32][CH3:33].[CH3:66][C:67]#[N:68].[CH:57]([N:58]([CH2:59][CH3:60])[CH:61]([CH3:62])[CH3:63])([CH3:64])[CH3:65]>>[CH3:1][O:2][c:3]1[cH:4][c:5]([C:6](=[O:7])[N:8]2[CH2:9][C:10]([CH2:14][CH2:15][N:54]3[CH2:53][CH2:52][CH:51]([NH:50][c:42]4[n:41]([CH2:40][CH2:39][O:38][CH2:36][CH3:37])[c:45]5[c:44]([n:43]4)[cH:49][cH:48][cH:47][cH:46]5)[CH2:56][CH2:55]3)([c:21]3[cH:22][c:23]([Cl:28])[c:24]([Cl:27])[cH:25][cH:26]3)[CH2:11][CH2:12][CH2:13]2)[cH:29][c:30]([O:34][CH3:35])[c:31]1[O:32][CH3:33].